Dataset: the Open Reaction Database (ORD), a public repository of structured organic reaction records. Task: describe an organic reaction: reactants, conditions, products, and yield The reactants are C1CC(=O)N(C1=O)Br (NBS), C(C1=CC=CC=C1)(=O)OOC(C1=CC=CC=C1)=O (benzoyl peroxide), CC1=C(N=CS1)C(=O)O (5-methylthiazole-4-carboxylic acid), CO (MeOH), O=S(Cl)Cl (SOCl2), mixture. Solvent: C(Cl)(Cl)(Cl)Cl (CCl4). The product is BrCC1=C(N=CS1)C(=O)OC (Methyl 5-(bromomethyl)thiazole-4-carboxylate). RXN SMILES: [CH3:1][C:2]1[S:6][CH:5]=[N:4][C:3]=1C(O)=O.O=S(Cl)Cl.C1C(=O)N([Br:21])C(=O)C1.C(OO[C:32](=[O:39])C1C=CC=CC=1)(=O)C1C=CC=CC=1.[CH3:40][OH:41]>C(Cl)(Cl)(Cl)Cl>[Br:21][CH2:1][C:2]1[S:6][CH:5]=[N:4][C:3]=1[C:40]([O:39][CH3:32])=[O:41]. Procedure: To a mixture of 5-methylthiazole-4-carboxylic acid 3a (0.50 g, 3.49 mmol) in MeOH (15 mL) at 0° C. was added SOCl2 (0.51 mL, 6.99 mmol). The reaction was warmed up to room temperature and then heated to reflux for 8 h. The reaction mixture was cooled to room temperature and concentrated. The residue was dissolved in CH2Cl2 and washed with aq. NaHCO3. The organic solution was dried over Na2SO4 and concentrated. A portion of the resulting mixture (250 mg, 1.59 mmol) was heated to reflux in CCl4 (1...